Dataset: the Open Reaction Database (ORD), a public repository of structured organic reaction records. Task: describe an organic reaction: reactants, conditions, products, and yield Starting materials: FC(C=1C=C(C=C(C1)C(F)(F)F)[C@@H]1[C@@H](N(C(O1)=O)CC1=NC(=CC=C1N(CC)C[C@@H]1CC[C@H](CC1)CC(=O)OCC)C(=C)C)C)(F)F (ethyl (trans-4-{[[2-({(4S,5R)-5-[3,5-bis(trifluoromethyl)phenyl]-4-methyl-2-oxo-1,3-oxazolidin-3-yl}methyl)-6-isopropenylpyridin-3-yl](ethyl)amino]methyl}cyclohexyl)acetate). The reagents and catalysts are [Pd] (palladium on carbon). The solvent is CCOC(=O)C (EtOAc). Run at time 4 hour. Product: FC(C=1C=C(C=C(C1)C(F)(F)F)[C@@H]1[C@@H](N(C(O1)=O)CC1=NC(=CC=C1N(CC)C[C@@H]1CC[C@H](CC1)CC(=O)OCC)C(C)C)C)(F)F (ethyl (trans-4-{[[2-({(4S,5R)-5-[3,5-bis(trifluoromethyl)phenyl]-4-methyl-2-oxo-1,3-oxazolidin-3-yl}methyl)-6-isopropylpyridin-3-yl](ethyl)amino]methyl}cyclohexyl)acetate). As a reaction SMILES: [F:1][C:2]([F:47])([F:46])[C:3]1[CH:4]=[C:5]([C@H:13]2[O:17][C:16](=[O:18])[N:15]([CH2:19][C:20]3[C:25]([N:26]([CH2:29][C@H:30]4[CH2:35][CH2:34][C@H:33]([CH2:36][C:37]([O:39][CH2:40][CH3:41])=[O:38])[CH2:32][CH2:31]4)[CH2:27][CH3:28])=[CH:24][CH:23]=[C:22]([C:42]([CH3:44])=[CH2:43])[N:21]=3)[C@H:14]2[CH3:45])[CH:6]=[C:7]([C:9]([F:12])([F:11])[F:10])[CH:8]=1>[Pd].CCOC(C)=O>[F:46][C:2]([F:1])([F:47])[C:3]1[CH:4]=[C:5]([C@H:13]2[O:17][C:16](=[O:18])[N:15]([CH2:19][C:20]3[C:25]([N:26]([CH2:29][C@H:30]4[CH2:35][CH2:34][C@H:33]([CH2:36][C:37]([O:39][CH2:40][CH3:41])=[O:38])[CH2:32][CH2:31]4)[CH2:27][CH3:28])=[CH:24][CH:23]=[C:22]([CH:42]([CH3:44])[CH3:43])[N:21]=3)[C@H:14]2[CH3:45])[CH:6]=[C:7]([C:9]([F:10])([F:11])[F:12])[CH:8]=1. Procedure: A suspension of 10% palladium on carbon (2.0 mg) in a solution of ethyl (trans-4-{[[2-({(4S,5R)-5-[3,5-bis(trifluoromethyl)phenyl]-4-methyl-2-oxo-1,3-oxazolidin-3-yl}methyl)-6-isopropenylpyridin-3-yl](ethyl)amino]methyl}cyclohexyl)acetate (19.0 mg, 0.0284 mmol) in EtOAc (5 mL) was stirred under H2 (double balloon pressure) for 4 h. The reaction mixture was filtered through a plug of Celite and the filtrate was concentrated in vacuo to afford ethyl (trans-4-{[[2-({(4S,5R)-5-[3,5-bis(trifluorometh... Run at time 5 hour. Reactants: O1C(OCC1)CCN1C(C=NC2=CC=C(C=C12)F)=O (1-[2-(1,3-dioxolan-2-yl)ethyl]-7-fluoroquinoxalin-2(1H)-one), Cl (hydrochloric acid), C(O)([O-])=O.[Na+] (sodium hydrogen carbonate). Reported procedure: To a solution of 1-[2-(1,3-dioxolan-2-yl)ethyl]-7-fluoroquinoxalin-2(1H)-one (0.6 g, 2.3 mmol) in 1,4-dioxane (6.8 ml) was added 4N hydrochloric acid (24 ml) and the mixture was stirred at room temperature for 5 hours. An aqueous solution of sodium hydrogen carbonate was added thereto and then the mixture was extracted with ethyl acetate. The organic layer was dried over anhydrous sodium sulfate, concentrated under reduced pressure and dried under vacuum. 0.6 g (quantitative). The solvent is O1CCOCC1 (1,4-dioxane). Reaction SMILES: [O:1]1CCO[CH:2]1[CH2:6][CH2:7][N:8]1[C:17]2[C:12](=[CH:13][CH:14]=[C:15]([F:18])[CH:16]=2)[N:11]=[CH:10][C:9]1=[O:19].Cl.C(=O)([O-])O.[Na+]>O1CCOCC1>[F:18][C:15]1[CH:16]=[C:17]2[C:12]([N:11]=[CH:10][C:9](=[O:19])[N:8]2[CH2:7][CH2:6][CH:2]=[O:1])=[CH:13][CH:14]=1 |f:2.3|. Yields the product FC1=CC=C2N=CC(N(C2=C1)CCC=O)=O (3-(7-Fluoro-2-oxoquinoxalin-1(2H)-yl)propanal). Starting materials: O=C([O-])[O-], COCCOC, O=C(O)C(F)(F)F, NC(CS)C(=O)O, [Na+], [Na+], OC1c2ccccc2Oc2ccccc21. The product is NC(CSC1c2ccccc2Oc2ccccc21)C(=O)O. RXN SMILES: [C:23](=[O:24])([O-:25])[O-:26].[CH3:29][O:30][CH2:31][CH2:32][O:33][CH3:34].[F:35][C:36]([F:37])([F:38])[C:39]([OH:40])=[O:41].[NH2:1][CH:2]([CH2:3][SH:4])[C:5]([OH:6])=[O:7].[Na+:27].[Na+:28].[cH:8]1[cH:9][cH:10][cH:11][c:12]2[c:21]1[CH:20]([OH:22])[c:19]1[c:14]([cH:15][cH:16][cH:17][cH:18]1)[O:13]2>>[NH2:1][CH:2]([CH2:3][S:4][CH:20]1[c:19]2[c:14]([cH:15][cH:16][cH:17][cH:18]2)[O:13][c:12]2[cH:11][cH:10][cH:9][cH:8][c:21]21)[C:5]([OH:6])=[O:7]. Starting materials: [Br-], CN(CC(O)c1ccc(Br)cc1)C(=O)OC(C)(C)C, C1CCOC1, CN(C)CCN(C)C, C[Mg+], [Li]CCCC, CCCCCC, [Cl-], [NH4+], CN(C)C=O. Product: CN(CC(O)c1ccc(C=O)cc1)C(=O)OC(C)(C)C. As a reaction SMILES: [Br-:28].[Br:1][c:2]1[cH:3][cH:4][c:5]([CH:8]([CH2:9][N:10]([C:11]([O:12][C:13]([CH3:14])([CH3:15])[CH3:16])=[O:17])[CH3:18])[OH:19])[cH:6][cH:7]1.[CH2:43]1[O:44][CH2:45][CH2:46][CH2:47]1.[CH3:20][N:21]([CH3:22])[CH2:23][CH2:24][N:25]([CH3:26])[CH3:27].[CH3:29][Mg+:30].[CH3:31][CH2:32][CH2:33][CH2:34][Li:35].[CH3:48][CH2:49][CH2:50][CH2:51][CH2:52][CH3:53].[Cl-:41].[NH4+:42].[O:36]=[CH:37][N:38]([CH3:39])[CH3:40]>>[c:2]1([CH:37]=[O:36])[cH:3][cH:4][c:5]([CH:8]([CH2:9][N:10]([C:11]([O:12][C:13]([CH3:14])([CH3:15])[CH3:16])=[O:17])[CH3:18])[OH:19])[cH:6][cH:7]1. Reactants: ClCCCl, O=CN(CC(CC1CCCC1)C(=O)O)OCc1ccccc1, NNc1nc(Cl)nc(Cl)c1F, CN(C)C=O, On1nnc2cccnc21. Product: O=CN(CC(CC1CCCC1)C(=O)NNc1nc(Cl)nc(Cl)c1F)OCc1ccccc1. RXN SMILES: [CH2:44]([Cl:45])[CH2:46][Cl:47].[CH:12]1([CH2:17][CH:18]([C:19](=[O:20])[OH:21])[CH2:22][N:23]([O:24][CH2:25][c:26]2[cH:27][cH:28][cH:29][cH:30][cH:31]2)[CH:32]=[O:33])[CH2:13][CH2:14][CH2:15][CH2:16]1.[Cl:1][c:2]1[n:3][c:4]([NH:10][NH2:11])[c:5]([F:9])[c:6]([Cl:8])[n:7]1.[O:48]=[CH:49][N:50]([CH3:51])[CH3:52].[OH:34][n:35]1[c:36]2[n:37][cH:38][cH:39][cH:40][c:41]2[n:42][n:43]1>>[Cl:1][c:2]1[n:3][c:4]([NH:10][NH:11][C:19]([CH:18]([CH2:17][CH:12]2[CH2:13][CH2:14][CH2:15][CH2:16]2)[CH2:22][N:23]([O:24][CH2:25][c:26]2[cH:27][cH:28][cH:29][cH:30][cH:31]2)[CH:32]=[O:33])=[O:20])[c:5]([F:9])[c:6]([Cl:8])[n:7]1. The reactants are C(=C)C1=CC=C(C=C1)S(=O)(=O)[O-].[Na+] (sodium 4-vinylbenzenesulfonate), P(Cl)(Cl)(Cl)(Cl)Cl (phosphorus pentachloride). Run in C(Cl)(Cl)Cl (chloroform). Yields the product C(=C)C1=CC=C(C=C1)S(=O)(=O)Cl (4-vinylbenzenesulfonyl chloride). Yield: 80.4%. RXN SMILES: [CH:1]([C:3]1[CH:8]=[CH:7][C:6]([S:9]([O-:12])(=O)=[O:10])=[CH:5][CH:4]=1)=[CH2:2].[Na+].P(Cl)(Cl)(Cl)(Cl)[Cl:15]>C(Cl)(Cl)Cl>[CH:1]([C:3]1[CH:8]=[CH:7][C:6]([S:9]([Cl:15])(=[O:12])=[O:10])=[CH:5][CH:4]=1)=[CH2:2] |f:0.1|. Procedure details: 20.6 g (0.1 mole) of sodium 4-vinylbenzenesulfonate was added to 200 ml of chloroform, and with stirring, 27.1 g (0.13 mole) of phosphorus pentachloride was gradually added at 5° C. After the addition, the mixture was stirred further for 1 hour. Chloroform was removed, and the product was washed with water and purified with ether to afford 16.3 g (yield 80.5%) of 4-vinylbenzenesulfonyl chloride. The resulting 4-vinylbenzenesulfonyl chloride was dissolved in 200 ml of toluene, and 14.8 g (0.08 mo... Starting materials: CC1(OB(OC1(C)C)C=1C=C2CC(NC2=CC1)=O)C (5-(4,4,5,5-tetramethyl-1,3,2-dioxaborolan-2-yl)indolin-2-one), C(C)N(CCNC(=O)C1=C(NC(=C1C)C=O)C)CC (N-(2-(diethylamino)ethyl)-5-formyl-2,4-dimethyl-1H-pyrrole-3-carboxamide), N1CCCCC1 (piperidine). Run in CCO (EtOH). Reaction conditions: temperature 80 celsius, time 1 hour. Product: C(C)N(CCNC(=O)C1=C(NC(=C1C)\C=C\1/C(NC2=CC=C(C=C12)B1OC(C(O1)(C)C)(C)C)=O)C)CC ((Z)—N-(2-(diethylamino)ethyl)-2,4-dimethyl-5-((2-oxo-5-(4,4,5,5-tetramethyl-1,3,2-dioxaborolan-2-yl)indolin-3-ylidene)methyl)-1H-pyrrole-3-carboxamide). The yield is 57.4%. RXN SMILES: [CH3:1][C:2]1([CH3:19])[C:6]([CH3:8])([CH3:7])[O:5][B:4]([C:9]2[CH:10]=[C:11]3[C:15](=[CH:16][CH:17]=2)[NH:14][C:13](=[O:18])[CH2:12]3)[O:3]1.[CH2:20]([N:22]([CH2:37][CH3:38])[CH2:23][CH2:24][NH:25][C:26]([C:28]1[C:32]([CH3:33])=[C:31]([CH:34]=O)[NH:30][C:29]=1[CH3:36])=[O:27])[CH3:21].N1CCCCC1>CCO>[CH2:37]([N:22]([CH2:20][CH3:21])[CH2:23][CH2:24][NH:25][C:26]([C:28]1[C:32]([CH3:33])=[C:31](/[CH:34]=[C:12]2\[C:13](=[O:18])[NH:14][C:15]3[C:11]\2=[CH:10][C:9]([B:4]2[O:3][C:2]([CH3:19])([CH3:1])[C:6]([CH3:7])([CH3:8])[O:5]2)=[CH:17][CH:16]=3)[NH:30][C:29]=1[CH3:36])=[O:27])[CH3:38]. Reported procedure: To a solution of 5-(4,4,5,5-tetramethyl-1,3,2-dioxaborolan-2-yl)indolin-2-one (195 mg, 0.75 mmol) in EtOH (3 ml) was added N-(2-(diethylamino)ethyl)-5-formyl-2,4-dimethyl-1H-pyrrole-3-carboxamide (200 mg, 0.76 mmol) and piperidine (82 μL, 0.83 mmol). The mixture was stirred at 80° C. for 1 hour. After cooled down to room temperature, the reaction mixture was concentrated, filtrated, and washed with EtOH to give (Z)—N-(2-(diethylamino)ethyl)-2,4-dimethyl-5-((2-oxo-5-(4,4,5,5-tetramethyl-1,3,2-dio... The reactants are C(C)(C)(C)OC(=O)N1C[C@@H]([C@H](C1)O)NC(=O)C=1SC(=CC1)Cl ((3S,4S)-3-[(5-chloro-thiophene-2-carbonyl)-amino]-4-hydroxy-pyrrolidine-1-carboxylic acid tert-butyl ester), ICC (iodoethane), ICC (iodoethane). The reagents and catalysts are [Ag-]=O (silver(I) oxide), [Ag-]=O (silver(I) oxide). Solvent: CC#N (MeCN), C1CCOC1 (THF). Yields the product C(C)(C)(C)OC(=O)N1C[C@@H]([C@H](C1)OCC)NC(=O)C=1SC(=CC1)Cl ((3S,4S)-3-[(5-chloro-thiophene-2-carbonyl)-amino]-4-ethoxy-pyrrolidine-1-carboxylic acid tert-butyl ester). As a reaction SMILES: [C:1]([O:5][C:6]([N:8]1[CH2:12][C@H:11]([OH:13])[C@@H:10]([NH:14][C:15]([C:17]2[S:18][C:19]([Cl:22])=[CH:20][CH:21]=2)=[O:16])[CH2:9]1)=[O:7])([CH3:4])([CH3:3])[CH3:2].I[CH2:24][CH3:25]>CC#N.C1COCC1.[Ag-]=O>[C:1]([O:5][C:6]([N:8]1[CH2:12][C@H:11]([O:13][CH2:24][CH3:25])[C@@H:10]([NH:14][C:15]([C:17]2[S:18][C:19]([Cl:22])=[CH:20][CH:21]=2)=[O:16])[CH2:9]1)=[O:7])([CH3:4])([CH3:2])[CH3:3]. Reported procedure: 29.1 A solution of 150 mg (3S,4S)-3-[(5-chloro-thiophene-2-carbonyl)-amino]-4-hydroxy-pyrrolidine-1-carboxylic acid tert-butyl ester (example 22.4) in 3 ml MeCN and 1 ml THF was treated with 300 mg silver(I) oxide and 0.35 ml iodoethane. The reaction mixture was stirred over night, then was again treated with 300 mg silver(I) oxide and 0.35 ml iodoethane. The reaction mixture was agitated over night at r.t., then filtrated. The filtrate was concentrated. The crude product was purified by chromat... The reactants are ( 3 ), FC(CCCCC(=O)Cl)(F)F (6,6,6 trifluorohexanoic acid chloride), [Cl-].[Al+3].[Cl-].[Cl-] (aluminum chloride), C#C (acetylene). Solvent: [N+](=O)([O-])C (nitromethane). The product is FC(CCCCC(C#C)=O)(F)F (8,8,8-trifluoro-1-octyn-3-one). Reaction SMILES: [F:1][C:2]([F:11])([F:10])[CH2:3][CH2:4][CH2:5][CH2:6][C:7](Cl)=[O:8].[Cl-].[Al+3].[Cl-].[Cl-].[CH:16]#[CH:17]>[N+](C)([O-])=O>[F:1][C:2]([F:11])([F:10])[CH2:3][CH2:4][CH2:5][CH2:6][C:7](=[O:8])[C:16]#[CH:17] |f:1.2.3.4|. Reported procedure: The acetylenic ketones HC≡CCOCR2R3 (CH2)pQ can be prepared by several alternate routes analogous to those described for preparation of the corresponding vinyl ketones. For example (Method 1) propiolaldehyde is treated with the ##STR236## Grignard reagent derived from Q(CH2)pCR2R3X where X is halogen, preferably chlorine, affording an acetylenic carbinol which in turn is oxidized with chromic acid to the acetylenic ketone. Care must be taken that the aldehyde be added very slowly to cold Grignard... RXN SMILES: C(OC(=O)N[C@@H](CC1C=CC=CC=1)[C@@H](O)[CH2:10][C@H:11]([C:13](=O)[NH:14]CCC(C)(C)C)[CH3:12])(C)(C)C.C(N)C(C)C.[CH:36]([O:39][C:40]1[CH:41]=[C:42]([CH:61]=[C:62]([N:64]2[CH2:68][CH2:67][CH2:66][C:65]2=[O:69])[CH:63]=1)[C:43]([NH:45][C@H:46]([C@@H:54]1[CH2:58][C@@H:57]([CH3:59])[C:56](=[O:60])[O:55]1)[CH2:47][C:48]1[CH:53]=[CH:52][CH:51]=[CH:50][CH:49]=1)=[O:44])([CH3:38])[CH3:37]>>[CH2:47]([C@H:46]([NH:45][C:43](=[O:44])[C:42]1[CH:61]=[C:62]([N:64]2[CH2:68][CH2:67][CH2:66][C:65]2=[O:69])[CH:63]=[C:40]([O:39][CH:36]([CH3:37])[CH3:38])[CH:41]=1)[C@@H:54]([OH:55])[CH2:58][C@H:57]([C:56](=[O:60])[NH:14][CH2:13][CH:11]([CH3:12])[CH3:10])[CH3:59])[C:48]1[CH:49]=[CH:50][CH:51]=[CH:52][CH:53]=1. The reactants are C(C)(C)(C)OC(N[C@H]([C@H](C[C@@H](C)C(NCCC(C)(C)C)=O)O)CC1=CC=CC=C1)=O ([(1S,2S,4R)-1-Benzyl-4-(3,3-dimethylbutylcarbamoyl)-2-hydroxypentyl]-carbamic acid t-butyl ester), C(C(C)C)N (isobutylamine), C(C)(C)OC=1C=C(C(=O)N[C@@H](CC2=CC=CC=C2)[C@H]2OC([C@@H](C2)C)=O)C=C(C1)N1C(CCC1)=O (3-Isopropoxy-N-[(S)-1-((2S,4R)-4-methyl-5-oxotetrahydrofuran-2-yl)-2-phenylethyl]-5-(2-oxopyrrolidin-1-yl)benzamide). The product is C(C1=CC=CC=C1)[C@@H]([C@H](C[C@@H](C)C(NCC(C)C)=O)O)NC(C1=CC(=CC(=C1)N1C(CCC1)=O)OC(C)C)=O (N-[(1S,2S,4R)-1-Benzyl-4-(isobutylcarbamoyl)-2-hydroxypentyl]-3-isopropoxy-5-(2-oxopyrrolidin-1-yl)benzamide). Reported procedure: Prepared in an analogous manner to D1 from isobutylamine and 3-isopropoxy-N-[(S)-1-((2S,4R)-4-methyl-5-oxotetrahydrofuran-2-yl)-2-phenylethyl]-5-(2-oxopyrrolidin-1-yl)benzamide (D49).